From a dataset of the Open Reaction Database (ORD), a public repository of structured organic reaction records. describe an organic reaction: reactants, conditions, products, and yield The reactants are C1(CCCC1)C(C(=O)NC=1C(=C(C=CC1)CCC(=O)OC(C)(C)C)C)C1=CC=C(C=C1)CN1C(C2=CC=CC=C2C1=O)=O (tert-butyl(+/−)-3-(3-(2-cyclopentyl-2-(4-((1,3-dioxoisoindolin-2-yl)methyl)phenyl)acetamido)-2-methylphenyl)propanoate), O.NN (hydrazine hydrate). Run in C(C)O (ethanol). Product: NCC1=CC=C(C=C1)C(C(=O)NC=1C(=C(C=CC1)CCC(=O)OC(C)(C)C)C)C1CCCC1 ((+/−)-tert-Butyl 3-[3-({[4-(aminomethyl)phenyl](cyclopentyl)acetyl}amino)-2-methyl-phenyl]propanoate). RXN SMILES: [CH:1]1([CH:6]([C:26]2[CH:31]=[CH:30][C:29]([CH2:32][N:33]3C(=O)C4C(=CC=CC=4)C3=O)=[CH:28][CH:27]=2)[C:7]([NH:9][C:10]2[C:11]([CH3:25])=[C:12]([CH2:16][CH2:17][C:18]([O:20][C:21]([CH3:24])([CH3:23])[CH3:22])=[O:19])[CH:13]=[CH:14][CH:15]=2)=[O:8])[CH2:5][CH2:4][CH2:3][CH2:2]1.O.NN>C(O)C>[NH2:33][CH2:32][C:29]1[CH:30]=[CH:31][C:26]([CH:6]([CH:1]2[CH2:2][CH2:3][CH2:4][CH2:5]2)[C:7]([NH:9][C:10]2[C:11]([CH3:25])=[C:12]([CH2:16][CH2:17][C:18]([O:20][C:21]([CH3:22])([CH3:23])[CH3:24])=[O:19])[CH:13]=[CH:14][CH:15]=2)=[O:8])=[CH:27][CH:28]=1 |f:1.2|. Procedure details: 8.5 g (14.6 mmol) of tert-butyl(+/−)-3-(3-(2-cyclopentyl-2-(4-((1,3-dioxoisoindolin-2-yl)methyl)phenyl)acetamido)-2-methylphenyl)propanoate were initially charged in 85 ml of ethanol, and 2.35 ml (48.3 mmol) of hydrazine hydrate were added. The reaction mixture was heated under reflux overnight. After cooling to room temperature, the precipitated solid was filtered off and washed with ethanol. The filtrate was concentrated, the residue was triturated with acetonitrile and the precipitated crysta... Starting materials: O=C([O-])[O-], CS(C)=O, O=Cc1ccc(Cl)cc1F, [K+], [K+], O, c1nc[nH]n1. Product: O=Cc1ccc(Cl)cc1-n1cncn1. Reaction SMILES: [C:16](=[O:17])([O-:18])[O-:19].[CH3:23][S:24]([CH3:25])=[O:26].[Cl:1][c:2]1[cH:3][c:4]([F:10])[c:5]([CH:6]=[O:7])[cH:8][cH:9]1.[K+:20].[K+:21].[OH2:22].[nH:11]1[n:12][cH:13][n:14][cH:15]1>>[Cl:1][c:2]1[cH:3][c:4](-[n:11]2[n:12][cH:13][n:14][cH:15]2)[c:5]([CH:6]=[O:7])[cH:8][cH:9]1. Starting materials: ClC1=C(C(=O)Cl)C(=CC=C1)Cl (2,6-dichlorobenzoylchloride), ice, Cl.COC([C@H](N)CC1=CC=C(C=C1)O)=O (D-tyrosine methyl ester HCl salt), CCN(C(C)C)C(C)C (DIEA). Run in C(Cl)Cl (CH2Cl2), C(Cl)Cl (CH2Cl2), C(Cl)Cl (CH2Cl2). Conditions: time 24 hour. The product is COC([C@H](NC(C1=C(C=CC=C1Cl)Cl)=O)CC1=CC=C(C=C1)O)=O (N-(2,6-dichlorobenzoyl)-D-tyrosine methyl ester). Reaction SMILES: [Cl:1][C:2]1[CH:10]=[CH:9][CH:8]=[C:7]([Cl:11])[C:3]=1[C:4](Cl)=[O:5].Cl.[CH3:13][O:14][C:15](=[O:26])[C@@H:16]([CH2:18][C:19]1[CH:24]=[CH:23][C:22]([OH:25])=[CH:21][CH:20]=1)[NH2:17].CCN(C(C)C)C(C)C>C(Cl)Cl>[CH3:13][O:14][C:15](=[O:26])[C@@H:16]([CH2:18][C:19]1[CH:20]=[CH:21][C:22]([OH:25])=[CH:23][CH:24]=1)[NH:17][C:4](=[O:5])[C:3]1[C:2]([Cl:1])=[CH:10][CH:9]=[CH:8][C:7]=1[Cl:11] |f:1.2|. Procedure: A solution of 2,6-dichlorobenzoylchloride (0.68 mL) in CH2Cl2 (5 mL) was added to a solution of an ice-cold solution of D-tyrosine methyl ester HCl salt (1.0 g) and DIEA (2.26 mL) in CH2Cl2 (15 mL). The mixture was stirred at room temperature for 24 h. The mixture was diluted with CH2Cl2 (50 mL) and washed successively with H2O, 1 N HCl and brine. The organic layer was dried (MgSO4) and evaporated, and the residue was recrystallized from EtOAc and hexanes to yield 1.46 g of N-(2,6-dichlorobenzoy... Reactants: FC=1C=CC(=C(C1)C(C#CC1=CC=CC=C1)O)OC (1-(5-fluoro-2-methoxy-phenyl)-3-phenyl-prop-2-yn-1-ol), BrC=1C(=C(C=O)C=CC1)OC (3-bromo-2-methoxy-benzaldehyde). Yields the product BrC=1C(=C(C=CC1)C(C#CC1=CC=CC=C1)O)OC (1-(3-Bromo-2-methoxy-phenyl)-3-phenyl-prop-2-yn-1-ol). Isolated yield 92.0%. As a reaction SMILES: F[C:2]1[CH:3]=[CH:4][C:5]([O:18][CH3:19])=[C:6]([CH:8]([OH:17])[C:9]#[C:10][C:11]2[CH:16]=[CH:15][CH:14]=[CH:13][CH:12]=2)[CH:7]=1.[Br:20]C1C(OC)=C(C=CC=1)C=O>>[Br:20][C:4]1[C:5]([O:18][CH3:19])=[C:6]([CH:8]([OH:17])[C:9]#[C:10][C:11]2[CH:16]=[CH:15][CH:14]=[CH:13][CH:12]=2)[CH:7]=[CH:2][CH:3]=1. Reported procedure: Following the procedure used to prepare 1-(5-fluoro-2-methoxy-phenyl)-3-phenyl-prop-2-yn-1-ol, 3-bromo-2-methoxy-benzaldehyde was reacted to give the title compound as an oil (3.70 g, 92%). The reactants are CC(C)(C)OC(=O)NC1CSCC(Cc2cc(F)c([N+](=O)[O-])c(F)c2)C1O, [K+], [OH-], OCC(F)(F)F. Product: CC(C)(C)OC(=O)NC1CSCC(Cc2cc(F)c([N+](=O)[O-])c(OCC(F)(F)F)c2)C1O. Reaction SMILES: [C:1]([CH3:2])([CH3:3])([CH3:4])[O:5][C:6]([NH:7][CH:8]1[CH2:9][S:10][CH2:11][CH:12]([CH2:15][c:16]2[cH:17][c:18]([F:26])[c:19]([N+:23](=[O:24])[O-:25])[c:20]([F:22])[cH:21]2)[CH:13]1[OH:14])=[O:27].[K+:35].[OH-:34].[OH:28][CH2:29][C:30]([F:31])([F:32])[F:33]>>[C:1]([CH3:2])([CH3:3])([CH3:4])[O:5][C:6]([NH:7][CH:8]1[CH2:9][S:10][CH2:11][CH:12]([CH2:15][c:16]2[cH:17][c:18]([O:28][CH2:29][C:30]([F:31])([F:32])[F:33])[c:19]([N+:23](=[O:24])[O-:25])[c:20]([F:22])[cH:21]2)[CH:13]1[OH:14])=[O:27].